This data is from the Open Reaction Database (ORD), a public repository of structured organic reaction records. The task is: describe an organic reaction: reactants, conditions, products, and yield The reactants are C12CCC(CC1)N2CCOC2=C(C=C(C=C2)N)C=2N(N=CC2Br)C (4-[2-(7-Aza-bicyclo[2.2.1]hept-7-yl)-ethoxy]-3-(4-bromo-2-methyl-2H-pyrazol-3-yl)-phenylamine), 4-nitrophenylchloroformate, FC(C=1C=C(CN)C=CC1)(F)F (3-trifluoromethylbenzylamine), C(C)(C)N(C(C)C)CC (N,N-diisopropylethylamine). Reaction conditions: time 1 hour. Procedure: 4-[2-(7-Aza-bicyclo[2.2.1]hept-7-yl)-ethoxy]-3-(4-bromo-2-methyl-2H-pyrazol-3-yl)-phenylamine (50.0 mg, 0.13 mmol) was added to a solution of 4-nitrophenylchloroformate (26.0 mg, 0.13 mmol) in 1,2-dichloroethane (4.0 mL) and the mixture stirred at room temperature for 1 hour. To the resulting precipitate mixture was added 3-trifluoromethylbenzylamine (0.022 mL, 0.15 mmol) and N,N-diisopropylethylamine (0.030 mL, 0.17 mmol), and the mixture stirred an additional 1 hour. The mixture was concentrat... Solvent: ClCCCl (1,2-dichloroethane). The yield is 63.6%. RXN SMILES: [CH:1]12[N:7]([CH2:8][CH2:9][O:10][C:11]3[CH:16]=[CH:15][C:14]([NH2:17])=[CH:13][C:12]=3[C:18]3[N:19]([CH3:24])[N:20]=[CH:21][C:22]=3[Br:23])[CH:4]([CH2:5][CH2:6]1)[CH2:3][CH2:2]2.C1C([N+]([O-])=O)=CC=C([Cl-][C:35]([O-])=[O:36])C=1.[F:38][C:39]([F:49])([F:48])[C:40]1[CH:41]=[C:42]([CH:45]=[CH:46][CH:47]=1)[CH2:43][NH2:44].C(N(CC)C(C)C)(C)C>ClCCCl>[CH:4]12[N:7]([CH2:8][CH2:9][O:10][C:11]3[CH:16]=[CH:15][C:14]([NH:17][C:35]([NH:44][CH2:43][C:42]4[CH:45]=[CH:46][CH:47]=[C:40]([C:39]([F:48])([F:49])[F:38])[CH:41]=4)=[O:36])=[CH:13][C:12]=3[C:18]3[N:19]([CH3:24])[N:20]=[CH:21][C:22]=3[Br:23])[CH:1]([CH2:2][CH2:3]1)[CH2:6][CH2:5]2. The product is C12CCC(CC1)N2CCOC2=C(C=C(C=C2)NC(=O)NCC2=CC(=CC=C2)C(F)(F)F)C=2N(N=CC2Br)C (1-[4-[2-(7-aza-bicyclo[2.2.1]hept-7-yl)-ethoxy]-3-(4-bromo-2-methyl-2H-pyrazol-3-yl)-phenyl]-3-(3-trifluoromethyl-benzyl)-urea). Reactants: CCOC(C)=O, CC(=O)O, O=[N+]([O-])c1cnc(Cl)c(Cl)c1, [I-], [K+]. The product is O=[N+]([O-])c1cnc(I)c(Cl)c1. As a reaction SMILES: [CH3:14][CH2:15][O:16][C:17](=[O:18])[CH3:19].[CH3:20][C:21](=[O:22])[OH:23].[Cl:1][c:2]1[n:3][cH:4][c:5]([N+:9](=[O:10])[O-:11])[cH:6][c:7]1[Cl:8].[I-:13].[K+:12]>>[c:2]1([I:13])[n:3][cH:4][c:5]([N+:9](=[O:10])[O-:11])[cH:6][c:7]1[Cl:8]. Starting materials: CC(C)NC(C)C, ClCCl, CN(C)C=O, O=S(Cl)Cl, O=C(O)c1ccccc1-c1ccccc1, Nc1ccc(C2CCN(Cc3ccccc3)CC2)cc1. Yields the product O=C(Nc1ccc(C2CCN(Cc3ccccc3)CC2)cc1)c1ccccc1-c1ccccc1. Reaction SMILES: [CH3:40][CH:41]([NH:42][CH:43]([CH3:44])[CH3:45])[CH3:46].[Cl:47][CH2:48][Cl:49].[O:50]=[CH:51][N:52]([CH3:53])[CH3:54].[S:16]([Cl:17])([Cl:18])=[O:19].[c:1]1(-[c:10]2[cH:11][cH:12][cH:13][cH:14][cH:15]2)[c:2]([C:7](=[O:8])[OH:9])[cH:3][cH:4][cH:5][cH:6]1.[c:20]1([CH2:26][N:27]2[CH2:28][CH2:29][CH:30]([c:33]3[cH:34][cH:35][c:36]([NH2:39])[cH:37][cH:38]3)[CH2:31][CH2:32]2)[cH:21][cH:22][cH:23][cH:24][cH:25]1>>[c:1]1(-[c:10]2[cH:11][cH:12][cH:13][cH:14][cH:15]2)[c:2]([C:7](=[O:9])[NH:39][c:36]2[cH:35][cH:34][c:33]([CH:30]3[CH2:29][CH2:28][N:27]([CH2:26][c:20]4[cH:21][cH:22][cH:23][cH:24][cH:25]4)[CH2:32][CH2:31]3)[cH:38][cH:37]2)[cH:3][cH:4][cH:5][cH:6]1.